This data is from the Open Reaction Database (ORD), a public repository of structured organic reaction records. The task is: describe an organic reaction: reactants, conditions, products, and yield Reactants: COC=1C=C(C=C(C1OC)OC)CCN (3,4,5-trimethoxy-phenylethylamine), C(C)(=O)OC(C)=O (acetic anhydride). The solvent is C(=O)O (formic acid). Product: C(=O)C(CN)C1=CC(=C(C(=C1)OC)OC)OC (2-formyl-3,4,5-trimethoxy-phenylethylamine). As a reaction SMILES: [CH3:1][O:2][C:3]1[CH:4]=[C:5]([CH2:13][CH2:14][NH2:15])[CH:6]=[C:7]([O:11][CH3:12])[C:8]=1[O:9][CH3:10].[C:16](OC(=O)C)(=[O:18])C>C(O)=O>[CH:16]([CH:13]([C:5]1[CH:6]=[C:7]([O:11][CH3:12])[C:8]([O:9][CH3:10])=[C:3]([O:2][CH3:1])[CH:4]=1)[CH2:14][NH2:15])=[O:18]. Reported procedure: 1.422 kg of 3,4,5-trimethoxy-phenylethylamine is slowly added to a mixture of 2.185 kg of 98% formic acid and 1.728 kg of acetic anhydride, while maintaining the temperature at about 50°. The reaction bath is maintained at this temperature for about 3 hours and the formic acid and acetic acid mixture and the excess anhydride is distilled. The formylated derivative thus obtained (1.734 kg) is used unpurified. Starting materials: NC1=NC=C(C(=O)O)C=C1 (6-Aminonicotinic acid), S(=O)(Cl)Cl (thionyl chloride), CO (methanol). The product is NC1=NC=C(C=C1)C(=O)OC (2-Amino-5-methoxycarbonylpyridine). The yield is 100.0%. RXN SMILES: [NH2:1][C:2]1[CH:10]=[CH:9][C:5]([C:6]([OH:8])=[O:7])=[CH:4][N:3]=1.S(Cl)(Cl)=O.[CH3:15]O>>[NH2:1][C:2]1[CH:10]=[CH:9][C:5]([C:6]([O:8][CH3:15])=[O:7])=[CH:4][N:3]=1. Procedure: 6-Aminonicotinic acid (1.06 g, 7.7 mmol) was suspended with stirring in anhydrous methanol (50 ml), and thionyl chloride (0.55 ml, 7.7 mmol) was added dropwise. The suspension was refluxed to a clear solution over 15 hours. The solvent was evaporated in vacuo and the residue taken up in water (20 ml). The solution was raised to pH 9 (sat. Na2CO3), extracted with chloroform, and dried over MgSO4. Evaporation of the chloroform gave 1.23 g (100%) product as white crystals identified by 400 MHz nmr ... Starting materials: Cc1nc2ccccc2n1-c1nc(N2CCOCC2)c2nc(CBr)n(C)c2n1, NCC1CCOC1. Product: Cc1nc2ccccc2n1-c1nc(N2CCOCC2)c2nc(CNCC3CCOC3)n(C)c2n1. As a reaction SMILES: [Br:1][CH2:2][c:3]1[n:4]([CH3:28])[c:5]2[n:6][c:7](-[n:18]3[c:19]([CH3:27])[n:20][c:21]4[c:22]3[cH:23][cH:24][cH:25][cH:26]4)[n:8][c:9]([N:12]3[CH2:13][CH2:14][O:15][CH2:16][CH2:17]3)[c:10]2[n:11]1.[O:29]1[CH2:30][CH:31]([CH2:34][NH2:35])[CH2:32][CH2:33]1>>[CH2:2]([c:3]1[n:4]([CH3:28])[c:5]2[n:6][c:7](-[n:18]3[c:19]([CH3:27])[n:20][c:21]4[c:22]3[cH:23][cH:24][cH:25][cH:26]4)[n:8][c:9]([N:12]3[CH2:13][CH2:14][O:15][CH2:16][CH2:17]3)[c:10]2[n:11]1)[NH:35][CH2:34][CH:31]1[CH2:30][O:29][CH2:33][CH2:32]1. Starting materials: CCn1cnc(CCNC(=O)Nc2nc(C)c(-c3cc(C)nc(S(C)=O)n3)s2)c1, CNCCN(C)C, C1COCCO1. The product is CCn1cnc(CCNC(=O)Nc2nc(C)c(-c3cc(C)nc(N(C)CCN(C)C)n3)s2)c1. RXN SMILES: [CH2:1]([CH3:2])[n:3]1[cH:4][n:5][c:6]([CH2:8][CH2:9][NH:10][C:11](=[O:12])[NH:13][c:14]2[s:15][c:16](-[c:20]3[n:21][c:22]([S:27]([CH3:28])=[O:29])[n:23][c:24]([CH3:26])[cH:25]3)[c:17]([CH3:19])[n:18]2)[cH:7]1.[CH3:30][N:31]([CH2:32][CH2:33][NH:34][CH3:35])[CH3:36].[O:37]1[CH2:38][CH2:39][O:40][CH2:41][CH2:42]1>>[CH2:1]([CH3:2])[n:3]1[cH:4][n:5][c:6]([CH2:8][CH2:9][NH:10][C:11](=[O:12])[NH:13][c:14]2[s:15][c:16](-[c:20]3[n:21][c:22]([N:34]([CH2:33][CH2:32][N:31]([CH3:30])[CH3:36])[CH3:35])[n:23][c:24]([CH3:26])[cH:25]3)[c:17]([CH3:19])[n:18]2)[cH:7]1. Starting materials: ClC=1C=C(C(=O)OC(C)(C)C)C=C(N1)C=O (tert-butyl 2-chloro-6-formylisonicotinate), FC(F)(F)[Si](C)(C)C ((trifluoromethyl)trimethylsilane), FC(F)(F)[Si](C)(C)C ((trifluoromethyl)trimethylsilane). The solvent is C1CCOC1 (THF), C1CCOC1 (THF), C1CCOC1 (THF). Run at temperature 0 celsius, time 30 minute. The product is ClC=1C=C(C(=O)OC(C)(C)C)C=C(N1)C(C(F)(F)F)O (tert-Butyl 2-chloro-6-(2,2,2-trifluoro-1-hydroxyethyl)isonicotinate). Isolated yield 104.2%. As a reaction SMILES: [Cl:1][C:2]1[CH:3]=[C:4]([CH:12]=[C:13]([CH:15]=[O:16])[N:14]=1)[C:5]([O:7][C:8]([CH3:11])([CH3:10])[CH3:9])=[O:6].[F:17][C:18]([Si](C)(C)C)([F:20])[F:19]>C1COCC1>[Cl:1][C:2]1[CH:3]=[C:4]([CH:12]=[C:13]([CH:15]([OH:16])[C:18]([F:20])([F:19])[F:17])[N:14]=1)[C:5]([O:7][C:8]([CH3:11])([CH3:10])[CH3:9])=[O:6]. Procedure: To a solution of tert-butyl 2-chloro-6-formylisonicotinate (1.5 g, 6.2 mmol) in THF (40 mL) were added (trifluoromethyl)trimethylsilane (1.49 mL, 4.31 mmol) and ground 4 A° molecular sieves. The mixture was cooled to 0° C. and TBAP (1.0 M in THF; 1.86 mL, 1.86 mmol) was added dropwise. The mixture was warmed to ambient temperature. After 30 min, additional (trifluoromethyl)trimethylsilane (0.5 mL, 1.44 mmol), TBAP (1.0 M in THF; 0.62 mL, 0.62 mmol) and ground 4 A° molecular sieves were added. Af...